Dataset: the Open Reaction Database (ORD), a public repository of structured organic reaction records. Task: describe an organic reaction: reactants, conditions, products, and yield The reactants are C(C)(=O)O[C@H]1[C@@H](O[C@@H]([C@H]([C@@H]1OC(C)=O)OC(C)=O)COC(C)=O)OC=1C(=O)O[C@@H](C1O)[C@@H](O)CO (2-O-(2,3,4,6-tetra-O-acetyl-β-D-glucopyranosyl)ascorbic acid), C([O-])([O-])=O.[K+].[K+] (potassium carbonate). Run in CO (methanol), O (water). Reaction conditions: time 30 minute. Yields the product [C@@H]1([C@H](O)[C@@H](O)[C@H](O)[C@H](O1)CO)OC=1C(=O)O[C@@H](C1O)[C@@H](O)CO (2-O-(β-D-glucopyranosyl)ascorbic acid). The yield is 93.6%. RXN SMILES: C([O:4][C@@H:5]1[C@@H:10]([O:11]C(=O)C)[C@H:9]([O:15]C(=O)C)[C@@H:8]([CH2:19][O:20]C(=O)C)[O:7][C@H:6]1[O:24][C:25]1[C:26]([O:28][C@H:29]([C@H:32]([CH2:34][OH:35])[OH:33])[C:30]=1[OH:31])=[O:27])(=O)C.C(=O)([O-])[O-].[K+].[K+]>CO.O>[C@@H:6]1([O:24][C:25]2[C:26]([O:28][C@H:29]([C@H:32]([CH2:34][OH:35])[OH:33])[C:30]=2[OH:31])=[O:27])[O:7][C@H:8]([CH2:19][OH:20])[C@@H:9]([OH:15])[C@H:10]([OH:11])[C@H:5]1[OH:4] |f:1.2.3|. Reported procedure: After dissolving 2-O-(2,3,4,6-tetra-O-acetyl-β-D-glucopyranosyl)ascorbic acid (300 mg, 0.6 mmol) in methanol (10 ml), a solution of potassium carbonate (600 mg) in water (9 ml) was added and the mixture was stirred for 30 minutes. The reaction solution was neutralized with IR-120(H+), the resin was filtered off, and washing was performed with methanol and a 50% methanol aqueous solution. The filtrate and washing solution were combined and concentrated, and then water was added and the mixture wa... Starting materials: COC1=CC2=C(C=C(O2)C)C=C1 (6-methoxy-2-methylbenzofuran), B(Br)(Br)Br (BBr3), CNC(=O)C=1C2=C(SC1C)C=C(C=C2)O (6-hydroxy-2-methylbenzo[b]thiophene-3-carboxylic acid methylamide). Yields the product OC1=CC2=C(C=C(O2)C)C=C1 (6-Hydroxy-2-methylbenzofuran). Isolated yield 75.5%. Reaction SMILES: C[O:2][C:3]1[CH:12]=[CH:11][C:6]2[CH:7]=[C:8]([CH3:10])[O:9][C:5]=2[CH:4]=1.B(Br)(Br)Br.CNC(C1C2C=CC(O)=CC=2SC=1C)=O>>[OH:2][C:3]1[CH:12]=[CH:11][C:6]2[CH:7]=[C:8]([CH3:10])[O:9][C:5]=2[CH:4]=1. Procedure details: This material was prepared from 6-methoxy-2-methylbenzofuran (1.00 g, 6.17 mmole) by treatment with BBr3 in a manner as previously described for 1d to give a colorless oil (690 mg, 75%) which solidified on standing. 1H NMR (DMSO-d6) δ9.32 (1H, s), 7.23 (1H, d, J=8.3 Hz), 6.80 (1H, s), 6.64 (1H, d, J=8.3 Hz), 6.37 (1H, s), 2.35 (3H, s). Reactants: aqueous solution, C([O-])([O-])=O.[Na+].[Na+] (sodium carbonate), BrC1=CC=C(C=C1)S(=O)(=O)N1C=C(C=C1)/C=C/C(=O)O ((E)-3-[1-(4-bromo-benzenesulfonyl)-1H-pyrrol-3-yl]-acrylic acid), N1=CC(=CC=C1)B(O)O (3-pyridylboronic acid), C(C)(C)(C)OC(\C=C\C1=CN(C=C1)S(=O)(=O)C1=CC=C(C=C1)Br)=O ((E)-3-[1-(4-bromo-benzenesulfonyl)-1H-pyrrol-3-yl]-acrylic acid tert-butyl ester), C(C)(C)(C)OC(\C=C\C1=CN(C=C1)S(=O)(=O)C1=CC=C(C=C1)Br)=O ((E)-3-[1-(4-bromo-benzenesulfonyl)-1H-pyrrol-3-yl]-acrylic acid tert-butyl ester). Reagents/catalysts: C1(=CC=CC=C1)P(C1=CC=CC=C1)C1=CC=CC=C1.[Pd](Cl)Cl (triphenylphosphin palladium (II)-chloride). Solvent: COCCOC (DME). Product: C(C)(C)(C)OC(\C=C\C1=CN(C=C1)S(=O)(=O)C1=CC=C(C=C1)C=1C=NC=CC1)=O ((E)-3-[1-(4-Pyridin-3-ylphenylsulfonyl)-1H-pyrrol-3-yl]-acrylic acid tert-butyl ester). RXN SMILES: BrC1C=CC(S([N:11]2[CH:15]=[CH:14][C:13](/[CH:16]=[CH:17]/C(O)=O)=C2)(=O)=O)=CC=1.[C:21]([O:25][C:26](=[O:44])/[CH:27]=[CH:28]/[C:29]1[CH:33]=[CH:32][N:31]([S:34]([C:37]2[CH:42]=[CH:41][C:40](Br)=[CH:39][CH:38]=2)(=[O:36])=[O:35])[CH:30]=1)([CH3:24])([CH3:23])[CH3:22].N1C=CC=C(B(O)O)C=1.C(=O)([O-])[O-].[Na+].[Na+]>COCCOC.C1(P(C2C=CC=CC=2)C2C=CC=CC=2)C=CC=CC=1.[Pd](Cl)Cl>[C:21]([O:25][C:26](=[O:44])/[CH:27]=[CH:28]/[C:29]1[CH:33]=[CH:32][N:31]([S:34]([C:37]2[CH:42]=[CH:41][C:40]([C:16]3[CH:17]=[N:11][CH:15]=[CH:14][CH:13]=3)=[CH:39][CH:38]=2)(=[O:36])=[O:35])[CH:30]=1)([CH3:24])([CH3:23])[CH3:22] |f:3.4.5,7.8|. Procedure: 0.18 g (E)-3-[1-(4-bromo-benzenesulfonyl)-1H-pyrrol-3-yl]-acrylic acid tart-butyl ester (compound D4) and 62 mg 3-pyridylboronic acid are dissolved in 10 ml DME. A catalytic amount of bis-(triphenylphosphin-palladium (II)-chloride and 0.6 ml of an aqueous solution of sodium carbonate are added and the mixture is heated to reflux temperature overnight. The title compound is isolated by means of chromatography. The reactants are COC(=O)c1cccc(COc2ccc(-c3cc(F)c(F)cc3F)cc2)c1, CO, [K+], [OH-]. The product is O=C(O)c1cccc(COc2ccc(-c3cc(F)c(F)cc3F)cc2)c1. RXN SMILES: [CH3:1][O:2][C:3]([c:4]1[cH:5][c:6]([CH2:10][O:11][c:12]2[cH:13][cH:14][c:15](-[c:18]3[c:19]([F:26])[cH:20][c:21]([F:25])[c:22]([F:24])[cH:23]3)[cH:16][cH:17]2)[cH:7][cH:8][cH:9]1)=[O:27].[CH3:30][OH:31].[K+:29].[OH-:28]>>[O:2]=[C:3]([c:4]1[cH:5][c:6]([CH2:10][O:11][c:12]2[cH:13][cH:14][c:15](-[c:18]3[c:19]([F:26])[cH:20][c:21]([F:25])[c:22]([F:24])[cH:23]3)[cH:16][cH:17]2)[cH:7][cH:8][cH:9]1)[OH:27]. The reactants are C(C)O (ethanol), C(C)O (ethanol), Cl (hydrochloric acid), C(C)O (ethanol), Serotonin hydrochloride hemihydrate, COC1=CC=C(C=C1)NC(CCCCCC(C)=O)=O (N-(4-methoxyphenyl)-7-oxo-octanamide), C(#N)[BH3-].[Na+] (sodium cyanoborohydride), C([O-])(O)=O.[Na+] (sodium bicarbonate). Run in CO (methanol), O (water). Run at time 4 day. Yields the product Cl.OC=1C=C2C(=CNC2=CC1)CCNC(CCCCCC(=O)NC1=CC=C(C=C1)OC)C (7-[[2-(5-Hydroxy-1H-indol-3-yl)ethyl]amino]-N-(4-methoxyphenyl)-octanamide, monohydrochloride). Reaction SMILES: [CH3:1][O:2][C:3]1[CH:8]=[CH:7][C:6]([NH:9][C:10](=[O:19])[CH2:11][CH2:12][CH2:13][CH2:14][CH2:15][C:16](=O)[CH3:17])=[CH:5][CH:4]=1.[C:20]([BH3-])#[N:21].[Na+].[C:24](=[O:27])(O)[O-].[Na+].[ClH:29].[CH2:30](O)[CH3:31]>O.CO>[ClH:29].[OH:27][C:24]1[CH:4]=[C:5]2[C:6](=[CH:7][CH:8]=1)[NH:9][CH:10]=[C:30]2[CH2:31][CH2:20][NH:21][CH:16]([CH3:17])[CH2:15][CH2:14][CH2:13][CH2:12][CH2:11][C:10]([NH:9][C:6]1[CH:7]=[CH:8][C:3]([O:2][CH3:1])=[CH:4][CH:5]=1)=[O:19] |f:1.2,3.4,9.10|. Procedure: Serotonin hydrochloride hemihydrate (222 mg), N-(4-methoxyphenyl)-7-oxo-octanamide (263.3 mg), and methanol (10 mL) were stirred in the dark and the resulting solution treated with sodium cyanoborohydride (95 mg). After 4 d at ca. 22° C., sodium bicarbonate (350 mg) and water (10 mL) were added. After stirring 1.5 hours, the mixture was extracted with 1:4 2-propanol:dichloromethane (3×25 mL) and the combined extracts were dried (Na2SO4) and concentrated in vacuo. Chromatography eluting with 4:10... Reactants: C(C)(=O)OCC=1C(=NC=CC1B1OC(C(O1)(C)C)(C)C)N1C(C2=CC=3CC(CC3N2CC1)(C)C)=O ((2-{4,4-dimethyl-9-oxo-1,10-diazatricyclo[6.4.0.02,6]dodeca-2(6),7-dien-10-yl}-4-(tetramethyl-1,3,2-dioxaborolan-2-yl)pyridin-3-yl)methyl acetate), BrC=1C=C(C(N(C1)C)=O)NC1=NN2C(CN(CC2)C(COC)C)=C1 (5-Bromo-3-(5-(1-methoxypropan-2-yl)-4,5,6,7-tetrahydropyrazolo[1,5-a]-pyrazin-2-ylamino)-1-methylpyridin-2(1H)-one), [O-]P(=O)([O-])[O-].[K+].[K+].[K+] (K3PO4), C(C)(=O)[O-].[Na+] (sodium acetate). The reagents and catalysts are C1=CC=C(C=C1)P([C-]2C=CC=C2)C3=CC=CC=C3.C1=CC=C(C=C1)P([C-]2C=CC=C2)C3=CC=CC=C3.Cl[Pd]Cl.[Fe+2] (Pd(dppf)Cl2). The solvent is C(C)#N.O (acetonitrile water). Run at temperature 100 celsius. The product is C(C)(=O)OCC=1C(=NC=CC1C1=CN(C(C(=C1)NC1=NN2C(CN(CC2)C(COC)C)=C1)=O)C)N1C(C2=CC=3CC(CC3N2CC1)(C)C)=O ((2-{4,4-Dimethyl-9-oxo-1,10-diazatricyclo[6.4.0.02,6]dodeca-2(6),7-dien-10-yl}-4-(5-{[5-(1-methoxypropan-2-yl)-4H,5H,6H,7H-pyrazolo[1,5-a]pyrazin-2-yl]amino}-1-methyl-6-oxo-1,6-dihydropyridin-3-yl)pyridin-3-yl)methyl Acetate). The yield is 49.8%. Reaction SMILES: [C:1]([O:4][CH2:5][C:6]1[C:7]([N:21]2[CH2:32][CH2:31][N:30]3[C:23](=[CH:24][C:25]4[CH2:26][C:27]([CH3:34])([CH3:33])[CH2:28][C:29]=43)[C:22]2=[O:35])=[N:8][CH:9]=[CH:10][C:11]=1B1OC(C)(C)C(C)(C)O1)(=[O:3])[CH3:2].Br[C:37]1[CH:38]=[C:39]([NH:45][C:46]2[CH:59]=[C:49]3[CH2:50][N:51]([CH:54]([CH3:58])[CH2:55][O:56][CH3:57])[CH2:52][CH2:53][N:48]3[N:47]=2)[C:40](=[O:44])[N:41]([CH3:43])[CH:42]=1.[O-]P([O-])([O-])=O.[K+].[K+].[K+].C([O-])(=O)C.[Na+]>C1C=CC(P(C2C=CC=CC=2)[C-]2C=CC=C2)=CC=1.C1C=CC(P(C2C=CC=CC=2)[C-]2C=CC=C2)=CC=1.Cl[Pd]Cl.[Fe+2].C(#N)C.O>[C:1]([O:4][CH2:5][C:6]1[C:7]([N:21]2[CH2:32][CH2:31][N:30]3[C:23](=[CH:24][C:25]4[CH2:26][C:27]([CH3:34])([CH3:33])[CH2:28][C:29]=43)[C:22]2=[O:35])=[N:8][CH:9]=[CH:10][C:11]=1[C:37]1[CH:38]=[C:39]([NH:45][C:46]2[CH:59]=[C:49]3[CH2:50][N:51]([CH:54]([CH3:58])[CH2:55][O:56][CH3:57])[CH2:52][CH2:53][N:48]3[N:47]=2)[C:40](=[O:44])[N:41]([CH3:43])[CH:42]=1)(=[O:3])[CH3:2] |f:2.3.4.5,6.7,8.9.10.11,12.13|. Procedure details: A 50-mL round bottomed flask equipped with a reflux condenser was charged with {3-[(acetyloxy)methyl]-2-{4,4-dimethyl-9-oxo-1,10-diazatricyclo[6.4.0.02,6]dodeca-2(6),7-dien-10-yl}pyridin-4-yl}boronic acid 199e (238 mg, 0.60 mmol), 300c (240 mg, 0.80 mmol), K3PO4 (254 mg, 1.2 mmol), sodium acetate (98 mg, 1.6 mmol), Pd(dppf)Cl2 (22 mg, 0.030 mmol), and acetonitrile/water (12/0.5 mL). The system was subjected to three cycles of vacuum/nitrogen flush and heated at 100° C. under N2 protection for 1 ... The reactants are BrCC1CCC1, CN(C)C=O, CC(C)N1CCN(C(=O)c2ccc3[nH]c(C(=O)N4CCC(F)(F)CC4)cc3c2)CC1, [H-], [Na+]. RXN SMILES: [Br:33][CH2:34][CH:35]1[CH2:36][CH2:37][CH2:38]1.[CH3:39][N:40]([CH3:41])[CH:42]=[O:43].[F:1][C:2]1([F:30])[CH2:3][CH2:4][N:5]([C:8](=[O:9])[c:10]2[nH:11][c:12]3[cH:13][cH:14][c:15]([C:19](=[O:20])[N:21]4[CH2:22][CH2:23][N:24]([CH:27]([CH3:28])[CH3:29])[CH2:25][CH2:26]4)[cH:16][c:17]3[cH:18]2)[CH2:6][CH2:7]1.[H-:31].[Na+:32]>>[F:1][C:2]1([F:30])[CH2:3][CH2:4][N:5]([C:8](=[O:9])[c:10]2[n:11]([CH2:34][CH:35]3[CH2:36][CH2:37][CH2:38]3)[c:12]3[cH:13][cH:14][c:15]([C:19](=[O:20])[N:21]4[CH2:22][CH2:23][N:24]([CH:27]([CH3:28])[CH3:29])[CH2:25][CH2:26]4)[cH:16][c:17]3[cH:18]2)[CH2:6][CH2:7]1. Yields the product CC(C)N1CCN(C(=O)c2ccc3c(c2)cc(C(=O)N2CCC(F)(F)CC2)n3CC2CCC2)CC1. The reactants are NC1=CC=CC=2NC(CC(=NC21)C2=CC=C(C=C2)N2C(=NC=1C=NC=CC12)C)=O (6-Amino-2,3-dihydro-4-[4-(2-methylimidazo[4,5-c]pyrid-1-yl)phenyl]-1H[1,5]benzodiazepin-2-one), C(C)(=O)O (acetic acid), C(C)(OCC)(OCC)OCC (triethyl orthoacetate). The product is C(C)OC(C)N=C1C=CC=C2NC(CC(N=C21)C2=CC=C(C=C2)N2C(=NC=1C=NC=CC12)C)=O (2,3-Dihydro-6-(1-ethoxyethylimino)-4-[4-(2-methylimidazo[4,5-c]pyrid-1-yl) phenyl]-1H-[1,5]benzodiazepin-2-one). Reaction SMILES: [NH2:1][C:2]1[C:12]2[N:11]=[C:10]([C:13]3[CH:18]=[CH:17][C:16]([N:19]4[C:27]5[CH:26]=[CH:25][N:24]=[CH:23][C:22]=5[N:21]=[C:20]4[CH3:28])=[CH:15][CH:14]=3)[CH2:9][C:8](=[O:29])[NH:7][C:6]=2[CH:5]=[CH:4][CH:3]=1.C(O)(=O)C.[C:34](OCC)(OCC)([O:36][CH2:37][CH3:38])[CH3:35]>>[CH2:34]([O:36][CH:37]([N:1]=[C:2]1[C:12]2[C:6]([NH:7][C:8](=[O:29])[CH2:9][CH:10]([C:13]3[CH:18]=[CH:17][C:16]([N:19]4[C:27]5[CH:26]=[CH:25][N:24]=[CH:23][C:22]=5[N:21]=[C:20]4[CH3:28])=[CH:15][CH:14]=3)[N:11]=2)=[CH:5][CH:4]=[CH:3]1)[CH3:38])[CH3:35]. Procedure: A solution of the aniline from Example 14 (0.38 g, 1 mmol) and glacial acetic acid (0.5 ml) in triethyl orthoacetate (5 ml) was stirred at 25° C. for 72 hours. The product was filtered and recrystallised from toluene (60 mg, 13%).